This data is from the Open Reaction Database (ORD), a public repository of structured organic reaction records. The task is: describe an organic reaction: reactants, conditions, products, and yield The reactants are CO, CCOC(=O)c1c(N)nc(C)c(NC(C)=O)c1C, NN, O, O. Yields the product CC(=O)Nc1c(C)nc(N)c(C(=O)NN)c1C. Reaction SMILES: [CH3:23][OH:24].[NH2:1][c:2]1[c:3]([C:4](=[O:5])[O:6][CH2:7][CH3:8])[c:9]([CH3:18])[c:10]([NH:14][C:15]([CH3:16])=[O:17])[c:11]([CH3:13])[n:12]1.[NH2:20][NH2:21].[OH2:19].[OH2:22]>>[NH2:1][c:2]1[c:3]([C:4](=[O:5])[NH:20][NH2:21])[c:9]([CH3:18])[c:10]([NH:14][C:15]([CH3:16])=[O:17])[c:11]([CH3:13])[n:12]1. The reactants are [H-].[Na+] (sodium hydride), N1=CC=NC2=CC=C3C(=C12)C=1C=CC=CC1N3 (Indoloquinoxaline), [H][H] (hydrogen), ClCC#N (chloroacetonitrile). The solvent is CS(=O)C (dimethyl sulfoxide), O (water). Run at temperature 35 celsius. Yields the product C(#N)CC=1C=C2N=CC=NC2=C2C1NC=1C=CC=CC12 (6-cyanomethylindoloquinoxaline). Yield: 69.0%. RXN SMILES: [N:1]1[C:10]2[C:5](=[CH:6][CH:7]=[C:8]3[NH:17][C:16]4[CH:15]=[CH:14][CH:13]=[CH:12][C:11]=4[C:9]3=2)[N:4]=[CH:3][CH:2]=1.[H-].[Na+].[H][H].Cl[CH2:23][C:24]#[N:25]>CS(C)=O.O>[C:24]([CH2:23][C:7]1[CH:6]=[C:5]2[C:10](=[C:9]3[C:11]4[CH:12]=[CH:13][CH:14]=[CH:15][C:16]=4[NH:17][C:8]=13)[N:1]=[CH:2][CH:3]=[N:4]2)#[N:25] |f:1.2|. Procedure details: Indoloquinoxaline (10.95 g) is dissolved in dry dimethyl sulfoxide (150 ml) under nitrogens and sodium hydride (1.3 g) is added with good stirring at 35° C. After completion of hydrogen gas generation (about 30 minutes), chloroacetonitrile (4.0 g) is dropped in with stirring at 20° C. After 1 day at this temperature water (20 ml) is added and crystals formed of pure 6-cyanomethylindoloquinoxaline (8.9 g) are sucked and washed with methanol followed by water. The mother liquor is poured into a la...